Dataset: the Open Reaction Database (ORD), a public repository of structured organic reaction records. Task: describe an organic reaction: reactants, conditions, products, and yield Starting materials: compound 12, NC1=C(OCCCC(=O)OCC)C=CC=C1 (ethyl 4-(2-aminophenoxy)butyrate), CC(=CCN1C=CC2=CC(=CC=C12)/C(=C/C(=O)O)/C)C (3-[1-(3-methyl-2-butenyl)indol-5-yl]isocrotonic acid). Yields the product CC(=CCN1C=CC2=CC(=CC=C12)/C(=C/C(=O)NC1=C(OCCCC(=O)O)C=CC=C1)/C)C (4-{2-[3-[1-(3-methy-2-butenyl)indol-5-yl]isocrotonoyl amino]phenoxy}butyric acid). Reaction SMILES: [NH2:1][C:2]1[CH:16]=[CH:15][CH:14]=[CH:13][C:3]=1[O:4][CH2:5][CH2:6][CH2:7][C:8]([O:10]CC)=[O:9].[CH3:17][C:18]([CH3:36])=[CH:19][CH2:20][N:21]1[C:29]2[C:24](=[CH:25][C:26](/[C:30](/[CH3:35])=[CH:31]/[C:32](O)=[O:33])=[CH:27][CH:28]=2)[CH:23]=[CH:22]1>>[CH3:17][C:18]([CH3:36])=[CH:19][CH2:20][N:21]1[C:29]2[C:24](=[CH:25][C:26](/[C:30](/[CH3:35])=[CH:31]/[C:32]([NH:1][C:2]3[CH:16]=[CH:15][CH:14]=[CH:13][C:3]=3[O:4][CH2:5][CH2:6][CH2:7][C:8]([OH:10])=[O:9])=[O:33])=[CH:27][CH:28]=2)[CH:23]=[CH:22]1. Procedure: 137 mg of compound 12 was obtained in a similar manner to those described in the Examples 1 and 2 using 332 mg of ethyl 4-(2-aminophenoxy)butyrate and 200 mg of 3-[1-(3-methyl-2-butenyl)indol-5-yl]isocrotonic acid obtained according to the procedures described in the Reference Examples 1-4.